From a dataset of the Open Reaction Database (ORD), a public repository of structured organic reaction records. describe an organic reaction: reactants, conditions, products, and yield Starting materials: CCOC(=O)c1c(-c2ccc(CC)cc2)csc1N1C(=O)c2ccccc2C1=O, CO, Cl, [Na+], [OH-], O. Yields the product CCc1ccc(-c2csc(N3C(=O)c4ccccc4C3=O)c2C(=O)O)cc1. As a reaction SMILES: [CH2:5]([CH3:6])[O:7][C:8](=[O:9])[c:10]1[c:11]([N:23]2[C:24](=[O:33])[c:25]3[cH:26][cH:27][cH:28][cH:29][c:30]3[C:31]2=[O:32])[s:12][cH:13][c:14]1-[c:15]1[cH:16][cH:17][c:18]([CH2:21][CH3:22])[cH:19][cH:20]1.[CH3:3][OH:4].[ClH:34].[Na+:2].[OH-:1].[OH2:35]>>[O:7]=[C:8]([OH:9])[c:10]1[c:11]([N:23]2[C:24](=[O:33])[c:25]3[cH:26][cH:27][cH:28][cH:29][c:30]3[C:31]2=[O:32])[s:12][cH:13][c:14]1-[c:15]1[cH:16][cH:17][c:18]([CH2:21][CH3:22])[cH:19][cH:20]1. The reactants are C(C)NC1=CC=CC=C1 (N-ethylaniline), C([O-])([O-])=O.[Na+].[Na+] (sodium carbonate), S(=O)(=O)(OCC(F)(F)F)C1=CC=C(C)C=C1 (2,2,2-trifluoro-ethyl tosylate), S(O)(O)(=O)=O (sulphuric acid), Congo red. The solvent is O (water). The product is C(C)N(C1=CC=CC=C1)CC(F)(F)F (N-ethyl-N-(2,2,2-trifluoro-ethyl)-aniline). Reaction SMILES: [CH2:1]([NH:3][C:4]1[CH:9]=[CH:8][CH:7]=[CH:6][CH:5]=1)[CH3:2].C(=O)([O-])[O-].[Na+].[Na+].S(C1C=CC(C)=CC=1)(O[CH2:20][C:21]([F:24])([F:23])[F:22])(=O)=O.S(=O)(=O)(O)O>O>[CH2:1]([N:3]([CH2:20][C:21]([F:24])([F:23])[F:22])[C:4]1[CH:9]=[CH:8][CH:7]=[CH:6][CH:5]=1)[CH3:2] |f:1.2.3|. Procedure: 484 parts of N-ethylaniline, 106 parts of sodium carbonate and 254 parts of 2,2,2-trifluoro-ethyl tosylate are heated for 48 hours at 190°-200° C. The cooled reaction mixture is diluted with 1000 parts by volume of distilled water and acidified with sulphuric acid until it is distinctly acid to Congo red paper. The N-ethyl-N-(2,2,2-trifluoro-ethyl)-aniline which is formed is then steam distilled. The lower organic layer of the distillate is separated and subjected to distillation under reduced p... Starting materials: [Al+3], C1CCOC1, CCCNc1c(Cl)cc(C#N)cc1Br, [H-], [H-], [H-], [H-], [Li+], [Na+], [Na+], O, O, O, O, O, O, O, O, O, O, O=S(=O)([O-])[O-]. Product: CCCNc1c(Cl)cc(CN)cc1Br. As a reaction SMILES: [Al+3:16].[CH2:38]1[O:39][CH2:40][CH2:41][CH2:42]1.[Cl:1][c:2]1[cH:3][c:4]([C:5]#[N:6])[cH:7][c:8]([Br:14])[c:9]1[NH:10][CH2:11][CH2:12][CH3:13].[H-:15].[H-:18].[H-:19].[H-:20].[Li+:17].[Na+:36].[Na+:37].[OH2:21].[OH2:22].[OH2:23].[OH2:24].[OH2:25].[OH2:26].[OH2:27].[OH2:28].[OH2:29].[OH2:30].[S:31]([O-:32])([O-:33])(=[O:34])=[O:35]>>[Cl:1][c:2]1[cH:3][c:4]([CH2:5][NH2:6])[cH:7][c:8]([Br:14])[c:9]1[NH:10][CH2:11][CH2:12][CH3:13]. Reactants: O=C(O)C1c2ccccc2Oc2ccccc21, NC1CCCCC1. The reagents and catalysts are C1=CC=C(C=C1)P(=O)(C2=CC=CC=C2)OC3=C(C(=C(C(=C3F)F)F)F)F (FDPP), CCN(C(C)C)C(C)C (DIPEA). The solvent is CN(C)C=O (DMF), CN(C)C=O (DMF), CN(C)C=O (DMF), CN(C)C=O (DMF), CN(C)C=O (DMF), CN(C)C=O (DMF). Reaction conditions: temperature 25 celsius, time 2 hour. Product: O=C(NC1CCCCC1)C1c2ccccc2Oc2ccccc21. Yield: 56.4%. As a reaction SMILES: NC1CCCCC1.O=C(O)C1c2ccccc2Oc2ccccc21.C1=CC=C(C=C1)P(=O)(C2=CC=CC=C2)OC3=C(C(=C(C(=C3F)F)F)F)F.CCN(C(C)C)C(C)C.CN(C)C=O>>O=C(NC1CCCCC1)C1c2ccccc2Oc2ccccc21. Starting materials: C(NN)(=O)OC (methyl carbazate), C(C=CC1=CC=CC=C1)(=O)Cl (cinnamic chloride). Run in C(C)#N (acetonitrile), C(C)#N (acetonitrile). Reaction conditions: time 15 hour. Yields the product C1(=CC=CC=C1)C=CC(=O)NNC(=O)OC (Methyl 3-(β-phenylacryloyl)-carbazate). Isolated yield 94.8%. Reaction SMILES: [C:1]([O:5][CH3:6])(=[O:4])[NH:2][NH2:3].[C:7](Cl)(=[O:16])[CH:8]=[CH:9][C:10]1[CH:15]=[CH:14][CH:13]=[CH:12][CH:11]=1>C(#N)C>[C:10]1([CH:9]=[CH:8][C:7]([NH:3][NH:2][C:1]([O:5][CH3:6])=[O:4])=[O:16])[CH:15]=[CH:14][CH:13]=[CH:12][CH:11]=1. Reported procedure: To a solution of 27 g (0.3 moles) of methyl carbazate and 250 ml. of acetonitrile a solution of 50 g. (0.3 moles) of cinnamic chloride and 100 ml. of acetonitrile is added. The reaction mixture is heated to boiling for 15 hours. The mixture is cooled and the precipitated white crystals are filtered off. Thus 62,6 g. of the desired compound are obtained, yield 94.8%. M.p.: 165° C. Starting materials: O=C[C@H](O)[C@@H](O)[C@H](O)[C@@H](O)CO (L-idose), O=C[C@H](O)[C@@H](O)[C@H](O)[C@H](O)CO (D-glucose), O=C[C@@H](O)[C@@H](O)[C@H](O)[C@@H](O)CO (L-gulose), O=C[C@H](O)[C@@H](O)[C@H](O)[C@H](O)CO (D-glucose). Product: OC[C@H](O)[C@@H](O)[C@H](O)[C@H](O)CO (sorbitol). Reaction SMILES: [O:1]=[CH:2][C@@H:3]([C@H:5]([C@@H:7]([C@H:9]([CH2:11][OH:12])[OH:10])[OH:8])[OH:6])[OH:4].O=C[C@H]([C@H]([C@@H]([C@H](CO)O)O)O)O.O=C[C@@H]([C@H]([C@@H]([C@@H](CO)O)O)O)O>>[OH:12][CH2:11][C@@H:9]([C@H:7]([C@@H:5]([C@@H:3]([CH2:2][OH:1])[OH:4])[OH:6])[OH:8])[OH:10]. Reported procedure: A method for producing L-sugars including L-idose and L-gulose from D-glucose. The method comprises hydrogenating D-glucose to provide sorbitol, oxydizing the D-sorbitol to provide L-sorbose, racemizing the L-sorbose to provide a mixture of L-sorbose, L-idose and L-gulose, and precipitating the L-sorbose with lime from a dilute solution. The unconverted L-sorbose is recovered by carbonation and recycled. The hydrogenation of glucose is done in a fixed catalyst bed.